This data is from the Open Reaction Database (ORD), a public repository of structured organic reaction records. The task is: describe an organic reaction: reactants, conditions, products, and yield Reactants: C(C1=CC=CC=C1)OC(=O)NC(CC(=O)NC1C(NC2=C(CC1)C=CC=C2)=O)(C)C (3-Benzyloxycarbonylamino-3-methyl-N-[2,3,4,5-tetrahydro-2-oxo-1H-1-benzazepin-3-yl]-butanamide), C1=CC=C(C=C1)CCBr (2-phenethyl bromide), C31H35N3O4. Yields the product C(C1=CC=CC=C1)OC(=O)NC(CC(=O)NC1C(N(C2=C(CC1)C=CC=C2)CCC2=CC=CC=C2)=O)(C)C (3-Benzyloxycarbonylamino-3-methyl-N-[2,3,4,5-tetrahydro-2-oxo-1-[2-phenylethyl]-1H-1-benzazepin-3-yl]-butanamide). RXN SMILES: [CH2:1]([O:8][C:9]([NH:11][C:12]([CH3:30])([CH3:29])[CH2:13][C:14]([NH:16][CH:17]1[CH2:23][CH2:22][C:21]2[CH:24]=[CH:25][CH:26]=[CH:27][C:20]=2[NH:19][C:18]1=[O:28])=[O:15])=[O:10])[C:2]1[CH:7]=[CH:6][CH:5]=[CH:4][CH:3]=1.[CH:31]1[CH:36]=[CH:35][C:34]([CH2:37][CH2:38]Br)=[CH:33][CH:32]=1>>[CH2:1]([O:8][C:9]([NH:11][C:12]([CH3:30])([CH3:29])[CH2:13][C:14]([NH:16][CH:17]1[CH2:23][CH2:22][C:21]2[CH:24]=[CH:25][CH:26]=[CH:27][C:20]=2[N:19]([CH2:38][CH2:37][C:34]2[CH:35]=[CH:36][CH:31]=[CH:32][CH:33]=2)[C:18]1=[O:28])=[O:15])=[O:10])[C:2]1[CH:7]=[CH:6][CH:5]=[CH:4][CH:3]=1. Procedure: Prepared from the intermediate obtained in Step A and 2-phenethyl bromide by the procedure described in Example 3, Step A. 1H NMR (200 MHz, CDCl3): 1.37 (s,6H), 1.68 (m,2H), 2.50 (m,4H), 2.7-3.0 (m,2H), 3.70 (m,1H), 4.48 (m,2H), 5.05 (s,2H), 5.66 (s,1H), 6.99 (m,1H), 7.0-7.4 (m,14H). FAB-MS: calculated for C31H35N3O4 513; found 514 (M+H,100%). Reactants: C(I)I (CH2I2), C=C(C)C1=CC=CC=C1 (prop-1-en-2-ylbenzene), [Zn](CC)CC (ZnEt2), C(=O)(C(F)(F)F)O (TFA). Run in C(Cl)Cl (DCM), C(Cl)Cl (DCM), C(Cl)Cl (DCM), C(Cl)Cl (DCM). Run at temperature 0 celsius, time 30 minute. The product is CC1(CC1)C1=CC=CC=C1 ((1-Methylcyclopropyl)benzene). RXN SMILES: [Zn](CC)[CH2:2]C.C(O)(C(F)(F)F)=O.C(I)I.[CH2:16]=[C:17]([C:19]1[CH:24]=[CH:23][CH:22]=[CH:21][CH:20]=1)[CH3:18]>C(Cl)Cl>[CH3:16][C:17]1([C:19]2[CH:24]=[CH:23][CH:22]=[CH:21][CH:20]=2)[CH2:2][CH2:18]1. Reported procedure: To a solution of ZnEt2 (165 mL, 169 mmol) in DCM (160 mL) at 0° C. was added a solution of TFA (6.5 mL, 85 mmol) in DCM (80 mL) dropwise and the mixture was stirred at 0° C. for 30 min. Then to above mixture was added CH2I2 (6.6 mL, 85 mmol) in DCM (80 mL) dropwise and the mixture was stirred at 0° C. for 20 min, followed by adding dropwise a solution of prop-1-en-2-ylbenzene (5.0 g, 42.3 mmol) in DCM (80 mL). The mixture was stirred at rt for 30 min, quenched by brine (100 mL), extracted with D... As a reaction SMILES: [C:1]([CH3:2])([CH3:3])([CH3:4])[O:5][C:6](=[O:7])[N:8]1[CH2:9][CH2:10][N:11]([c:14]2[n:15][cH:16][c:17]([Br:21])[cH:18][c:19]2[CH3:20])[CH2:12][CH2:13]1.[CH3:36][c:37]1[cH:38][cH:39][cH:40][cH:41][cH:42]1.[CH:30]1([B:33]([OH:34])[OH:35])[CH2:31][CH2:32]1.[K+:27].[K+:28].[K+:29].[OH2:43].[P:22]([O-:23])([O-:24])([O-:25])=[O:26]>>[C:1]([CH3:2])([CH3:3])([CH3:4])[O:5][C:6](=[O:7])[N:8]1[CH2:9][CH2:10][N:11]([c:14]2[n:15][cH:16][c:17]([CH:30]3[CH2:31][CH2:32]3)[cH:18][c:19]2[CH3:20])[CH2:12][CH2:13]1. Product: Cc1cc(C2CC2)cnc1N1CCN(C(=O)OC(C)(C)C)CC1. The reactants are Cc1cc(Br)cnc1N1CCN(C(=O)OC(C)(C)C)CC1, Cc1ccccc1, OB(O)C1CC1, [K+], [K+], [K+], O, O=P([O-])([O-])[O-]. Starting materials: ClC=1C=C(C=C(C1O)OC)C=1C=C2C(=C(C=NC2=CC1)C(=O)C1CC1)N[C@@H]1CC[C@H](CC1)CNC(OC(C)(C)C)=O (tert-butyl {trans-4-[6-(3-chloro-4-hydroxy-5-methoxyphenyl)-3-(cyclopropanecarbonyl)quinolin-4-ylamino]cyclohexyl}methylcarbamate), C(=O)(C(F)(F)F)O (TFA). Yields the product NC[C@@H]1CC[C@H](CC1)NC1=C(C=NC2=CC=C(C=C12)C1=CC(=C(C(=C1)OC)O)Cl)C(=O)C1CC1 ({4-[trans-4-(Aminomethyl)cyclohexylamino]-6-(3-chloro-4-hydroxy-5-methoxyphenyl)quinolin-3-yl}(cyclopropyl)methanone). The yield is 47.4%. As a reaction SMILES: [Cl:1][C:2]1[CH:3]=[C:4]([C:11]2[CH:12]=[C:13]3[C:18](=[CH:19][CH:20]=2)[N:17]=[CH:16][C:15]([C:21]([CH:23]2[CH2:25][CH2:24]2)=[O:22])=[C:14]3[NH:26][C@H:27]2[CH2:32][CH2:31][C@H:30]([CH2:33][NH:34]C(=O)OC(C)(C)C)[CH2:29][CH2:28]2)[CH:5]=[C:6]([O:9][CH3:10])[C:7]=1[OH:8].C(O)(C(F)(F)F)=O>>[NH2:34][CH2:33][C@H:30]1[CH2:31][CH2:32][C@H:27]([NH:26][C:14]2[C:13]3[C:18](=[CH:19][CH:20]=[C:11]([C:4]4[CH:5]=[C:6]([O:9][CH3:10])[C:7]([OH:8])=[C:2]([Cl:1])[CH:3]=4)[CH:12]=3)[N:17]=[CH:16][C:15]=2[C:21]([CH:23]2[CH2:24][CH2:25]2)=[O:22])[CH2:28][CH2:29]1. Procedure details: Following general procedure A-2, tert-butyl {trans-4-[6-(3-chloro-4-hydroxy-5-methoxyphenyl)-3-(cyclopropanecarbonyl)quinolin-4-ylamino]cyclohexyl}methylcarbamate (0.123 mmol) was reacted with TFA (2 mL) to afford the desired product (28 mg, 47% over two steps) as a yellow solid: 1H NMR (300 MHz, CD3OD+TFA-d) δ 9.35 (s, 1H), 8.49 (s, 1H), 8.30 (d, J=8.7 Hz, 1H), 7.97 (d, J=8.7 Hz, 1H), 7.33 (s, 1H), 7.26 (s, 1H), 4.0 (s, 1H), 3.99 (s, 3H), 2.90-2.81 (m, 3H), 2.47-2.41 (m, 2H), 2.10-1.98 (m, 2H),... Starting materials: FC(C1=NC=C(C=C1)B(O)O)(F)F ([2-trifluoromethylpyridin-5-yl]boronic acid), C([O-])([O-])=O.[Cs+].[Cs+] (caesium carbonate), ClCCl (dichloromethane), FC(S(=O)(=O)OC1=CC=CC=2NC3=CC=CC=C3C12)(F)F (4-trifluoromethanesulphonyloxycarbazole). Reagents/catalysts: C1=CC=C(C=C1)P([C-]2C=CC=C2)C3=CC=CC=C3.C1=CC=C(C=C1)P([C-]2C=CC=C2)C3=CC=CC=C3.Cl[Pd]Cl.[Fe+2] (1,1′-bis(diphenylphosphino)ferrocenepalladium(II) dichloride). The solvent is O1CCOCC1 (dioxane), O (water). Product: FC(C1=CC=C(C=N1)C1=CC=CC=2NC3=CC=CC=C3C12)(F)F (4-[6-(trifluoromethyl)pyridin-3-yl]-9H-carbazole). Isolated yield 49.6%. Reaction SMILES: [F:1][C:2]([F:13])([F:12])[C:3]1[CH:8]=[CH:7][C:6](B(O)O)=[CH:5][N:4]=1.C(=O)([O-])[O-].[Cs+].[Cs+].ClCCl.FC(F)(F)S(O[C:29]1[C:41]2[C:40]3[C:35](=[CH:36][CH:37]=[CH:38][CH:39]=3)[NH:34][C:33]=2[CH:32]=[CH:31][CH:30]=1)(=O)=O>O1CCOCC1.O.C1C=CC(P(C2C=CC=CC=2)[C-]2C=CC=C2)=CC=1.C1C=CC(P(C2C=CC=CC=2)[C-]2C=CC=C2)=CC=1.Cl[Pd]Cl.[Fe+2]>[F:1][C:2]([F:13])([F:12])[C:3]1[N:4]=[CH:5][C:6]([C:29]2[C:41]3[C:40]4[C:35](=[CH:36][CH:37]=[CH:38][CH:39]=4)[NH:34][C:33]=3[CH:32]=[CH:31][CH:30]=2)=[CH:7][CH:8]=1 |f:1.2.3,8.9.10.11|. Procedure details: 0.96 g of [2-trifluoromethylpyridin-5-yl]boronic acid, 4.55 g of caesium carbonate and 0.13 g of 1,1′-bis(diphenylphosphino)ferrocenepalladium(II) dichloride as a complex with dichloromethane (1/1) [PdCl2(dppf).CH2Cl2] are successively added, under argon, to a solution of 1.1 g of 4-trifluoromethanesulphonyloxycarbazole, obtained in stage 1 of Example 1, in a mixture of 50 ml of dioxane and 17 ml of water. The reaction mixture is refluxed for 5 hours, filtered through celite and concentrated und... Reactants: [BH3-]C#N, CO, COc1ccc(Cc2nc3cccc(N)c3o2)cc1OC1CCCC1, Cl, [Na+], [Na+], [OH-], O=Cc1cccnc1. RXN SMILES: [C:34]([BH3-:35])#[N:36].[CH3:40][OH:41].[CH:1]1([O:6][c:7]2[cH:8][c:9]([CH2:10][c:11]3[o:12][c:13]4[c:14]([n:15]3)[cH:16][cH:17][cH:18][c:19]4[NH2:20])[cH:21][cH:22][c:23]2[O:24][CH3:25])[CH2:2][CH2:3][CH2:4][CH2:5]1.[ClH:42].[Na+:37].[Na+:39].[OH-:38].[n:26]1[cH:27][c:28]([CH:32]=[O:33])[cH:29][cH:30][cH:31]1>>[CH:1]1([O:6][c:7]2[cH:8][c:9]([CH2:10][c:11]3[o:12][c:13]4[c:14]([n:15]3)[cH:16][cH:17][cH:18][c:19]4[NH:20][CH2:32][c:28]3[cH:27][n:26][cH:31][cH:30][cH:29]3)[cH:21][cH:22][c:23]2[O:24][CH3:25])[CH2:2][CH2:3][CH2:4][CH2:5]1. Product: COc1ccc(Cc2nc3cccc(NCc4cccnc4)c3o2)cc1OC1CCCC1.